Dataset: the Open Reaction Database (ORD), a public repository of structured organic reaction records. Task: describe an organic reaction: reactants, conditions, products, and yield Reactants: N1(CCC1)C1=CC=C(C=N1)NC(=O)C=1N(C2=CC=C(C=C2C1)I)CC1=CC(=CC=C1)F (N-[6-(azetidin-1-yl)pyridin-3-yl]-5-iodo-1-[(3-fluorophenyl)methyl]-1H-indole-2-carboxamide), C1(=CC=CC=C1)C(C1=CC=CC=C1)[SiH3] (diphenylmethylsilane), [O-]P([O-])(=O)OP(=O)([O-])OP(=O)([O-])[O-].[K+].[K+].[K+].[K+].[K+] (potassium triphosphate). Reagents/catalysts: CC(C)([P](C(C)(C)C)([Pd][P](C(C)(C)C)(C(C)(C)C)C(C)(C)C)C(C)(C)C)C (bis(tri-tert-butylphosphine)palladium). Run in CN1C(CCC1)=O (1-methyl-2-pyrrolidinone). The product is N1(CCC1)C1=CC=C(C=N1)NC(=O)C=1N(C2=CC=C(C=C2C1)[SiH2]C(C1=CC=CC=C1)C1=CC=CC=C1)CC1=CC(=CC=C1)F (N-[6-(Azetidin-1-yl)pyridin-3-yl]-5-(diphenyl)methylsilyl-1-[(3-fluorophenyl)methyl]-1H-indole-2-carboxamide). Yield: 11.4%. As a reaction SMILES: [N:1]1([C:5]2[N:10]=[CH:9][C:8]([NH:11][C:12]([C:14]3[N:15]([CH2:24][C:25]4[CH:30]=[CH:29][CH:28]=[C:27]([F:31])[CH:26]=4)[C:16]4[C:21]([CH:22]=3)=[CH:20][C:19](I)=[CH:18][CH:17]=4)=[O:13])=[CH:7][CH:6]=2)[CH2:4][CH2:3][CH2:2]1.[C:32]1([CH:38]([SiH3:45])[C:39]2[CH:44]=[CH:43][CH:42]=[CH:41][CH:40]=2)[CH:37]=[CH:36][CH:35]=[CH:34][CH:33]=1.[O-]P(OP(OP([O-])([O-])=O)([O-])=O)(=O)[O-].[K+].[K+].[K+].[K+].[K+]>CN1CCCC1=O.CC(C)([P](C(C)(C)C)([Pd][P](C(C)(C)C)(C(C)(C)C)C(C)(C)C)C(C)(C)C)C>[N:1]1([C:5]2[N:10]=[CH:9][C:8]([NH:11][C:12]([C:14]3[N:15]([CH2:24][C:25]4[CH:30]=[CH:29][CH:28]=[C:27]([F:31])[CH:26]=4)[C:16]4[C:21]([CH:22]=3)=[CH:20][C:19]([SiH2:45][CH:38]([C:32]3[CH:37]=[CH:36][CH:35]=[CH:34][CH:33]=3)[C:39]3[CH:44]=[CH:43][CH:42]=[CH:41][CH:40]=3)=[CH:18][CH:17]=4)=[O:13])=[CH:7][CH:6]=2)[CH2:4][CH2:3][CH2:2]1 |f:2.3.4.5.6.7,^1:73,79|. Reported procedure: Compound No. 12 was prepared according to a process similar to that described in stage 8.4, by reacting 0.15 g (0.28 mmol) of N-[6-(azetidin-1-yl)pyridin-3-yl]-5-iodo-1-[(3-fluorophenyl)methyl]-1H-indole-2-carboxamide, prepared according to the protocol described in stage 8.3, with 167 mg (0.84 mmol) of diphenylmethylsilane in the presence of 0.18 g (0.84 mmol) of potassium triphosphate and of 15 mg (0.03 mmol) of bis(tri-tert-butylphosphine)palladium in 2 ml of dry 1-methyl-2-pyrrolidinone (NMP...